This data is from the Open Reaction Database (ORD), a public repository of structured organic reaction records. The task is: describe an organic reaction: reactants, conditions, products, and yield Starting materials: O=C1N(C(C2=CC=CC=C12)=O)CCN[C@H](C(=O)OC(C)(C)C)[C@H](CC)C (tert-butyl (2S,3S)-2-{[2-(1,3-dioxo-1,3-dihydro-2H-isoindol-2-yl)ethyl]amino}-3-methylpentanoate), O.NN (hydrazine hydrate). Solvent: [OH-].[Na+] (NaOH), O (water), C(C)O (ethanol). Conditions: temperature 70 celsius. The product is NCCN[C@H](C(=O)OC(C)(C)C)[C@H](CC)C (tert-butyl (2S,3S)-2-[(2-aminoethyl)amino]-3-methylpentanoate). Isolated yield 82.5%. RXN SMILES: O=C1C2C(=CC=CC=2)C(=O)[N:3]1[CH2:12][CH2:13][NH:14][C@@H:15]([C@@H:23]([CH3:26])[CH2:24][CH3:25])[C:16]([O:18][C:19]([CH3:22])([CH3:21])[CH3:20])=[O:17].O.NN>C(O)C.[OH-].[Na+].O>[NH2:3][CH2:12][CH2:13][NH:14][C@@H:15]([C@@H:23]([CH3:26])[CH2:24][CH3:25])[C:16]([O:18][C:19]([CH3:20])([CH3:21])[CH3:22])=[O:17] |f:1.2,4.5|. Procedure: To a solution of Example 32B (12.9 g) in ethanol (400 mL) was added hydrazine hydrate (11.2 mL). The solution was then heated to 70° C. for 2 hrs. After cooling to 25° C., the resulting solid was dissolved in 1N NaOH solution (200 mL) and water (200 mL). The solution was then extracted with dichloromethane (3×200 mL), the organic extracts combined, dried and evaporated to provide 6.8 g of the title compound. The reactants are Cl.COC([C@H]1N(CCC1)C([C@H]1N(CCC1)C([C@@H](N)C)=O)=O)=O (L-alanyl-L-prolyl-L-proline methyl ester hydrochloride), ON1N=NC2=C1C=CC=C2 (1-hydroxybenzotriazole), C1(CCCCC1)N=C=NC1CCCCC1 (dicyclohexylcarbod iimide), C1(=CC=CC=C1)C(C(=O)O)C (Phenylpropionic acid). Run in C(C)N(CC)CC (triethyl amine), ClCCCl (1,2-dichloroethane). Reaction conditions: time 4 hour. Product: C1(=CC=CC=C1)CCC(=O)N[C@@H](C)C(=O)N1[C@H](C(=O)N2[C@H](C(=O)O)CCC2)CCC1 (N-(3-phenylpropionyl)-L-alanyl-L-prolyl-L-proline). Isolated yield 538.9%. Reaction SMILES: [C:1]1([CH:7](C)[C:8](O)=[O:9])C=CC=CC=1.Cl.C[O:14][C:15](=[O:33])[C@@H:16]1[CH2:20][CH2:19][CH2:18][N:17]1[C:21](=[O:32])[C@@H:22]1[CH2:26][CH2:25][CH2:24][N:23]1[C:27](=[O:31])[C@H:28]([CH3:30])[NH2:29].ON1[C:39]2[CH:40]=[CH:41][CH:42]=[CH:43][C:38]=2N=N1.C1(N=C=NC2CCCCC2)CCCCC1>ClCCCl.C(N(CC)CC)C>[C:38]1([CH2:1][CH2:7][C:8]([NH:29][C@H:28]([C:27]([N:23]2[CH2:24][CH2:25][CH2:26][C@H:22]2[C:21]([N:17]2[CH2:18][CH2:19][CH2:20][C@H:16]2[C:15]([OH:14])=[O:33])=[O:32])=[O:31])[CH3:30])=[O:9])[CH:43]=[CH:42][CH:41]=[CH:40][CH:39]=1 |f:1.2|. Procedure details: Phenylpropionic acid (3 g, 20 m mole) was dissolved in 1,2-dichloroethane (80 ml), and while maintaining the solution at an internal temperature between 5 and 8° C., L-alanyl-L-prolyl-L-proline methyl ester hydrochloride (6.69g), triethyl amine (2.02 g, 20 m mole), 1-hydroxybenzotriazole (0.35 g, 3 m mole), and dicyclohexylcarbod iimide (4.12 g, 20 m mole) were added, and the thus obtained mixture was stirred for 4 hours. After that, it was stirred at room temperature overnight, and the precipit... The reactants are C(C)(=O)OCC1=C(C(N(CO1)C(C)(C1=CC=CC=C1)C)=O)C1=CC=CC=C1 (6-Acetyloxymethyl-3-(1-methyl-1-phenylethyl)-5-phenyl-2,3-dihydro-4H-1,3-oxazin-4-one), C([O-])([O-])=O.[K+].[K+] (potassium carbonate). The solvent is CO (methanol). Run at time 1 hour. Product: OCC1=C(C(N(CO1)C(C)(C1=CC=CC=C1)C)=O)C1=CC=CC=C1 (6-hydroxymethyl-3-(1-methyl-1-phenylethyl)-5-phenyl-2,3-dihydro4H-1,3-oxazin-4-one). Isolated yield 90.6%. Reaction SMILES: C([O:4][CH2:5][C:6]1[O:11][CH2:10][N:9]([C:12]([CH3:20])([C:14]2[CH:19]=[CH:18][CH:17]=[CH:16][CH:15]=2)[CH3:13])[C:8](=[O:21])[C:7]=1[C:22]1[CH:27]=[CH:26][CH:25]=[CH:24][CH:23]=1)(=O)C.C(=O)([O-])[O-].[K+].[K+]>CO>[OH:4][CH2:5][C:6]1[O:11][CH2:10][N:9]([C:12]([CH3:13])([C:14]2[CH:19]=[CH:18][CH:17]=[CH:16][CH:15]=2)[CH3:20])[C:8](=[O:21])[C:7]=1[C:22]1[CH:23]=[CH:24][CH:25]=[CH:26][CH:27]=1 |f:1.2.3|. Procedure: 6-Acetyloxymethyl-3-(1-methyl-1-phenylethyl)-5-phenyl-2,3-dihydro-4H-1,3-oxazin-4-one (Compound No. 66, 4.99 g) was dissolved in methanol (55 ml), and an aqueous solution (14 ml) of potassium carbonate (1.3 g) was added slowly thereto. This mixture was allowed to react by stirring at room temperature for one hour. Methanol was removed by evaporation, and the residue was acidified with 2N hydrochloric acid, and extracted with ethyl acetate. The organic layer was rinsed with saturated saline solut... Reactants: CN1CCCC(CO)C1, N#Cc1c(F)cccc1F, [H-], N#Cc1ccccc1, [Na+], CN(C)C=O, O. The product is CN1CCCC(COc2cccc(F)c2C#N)C1. As a reaction SMILES: [CH3:3][N:4]1[CH2:5][CH:6]([CH2:10][OH:11])[CH2:7][CH2:8][CH2:9]1.[F:12][c:13]1[c:14]([C:15]#[N:16])[c:17]([F:21])[cH:18][cH:19][cH:20]1.[H-:1].[N:22]#[C:23][c:24]1[cH:25][cH:26][cH:27][cH:28][cH:29]1.[Na+:2].[O:30]=[CH:31][N:32]([CH3:33])[CH3:34].[OH2:35]>>[CH3:3][N:4]1[CH2:5][CH:6]([CH2:10][O:11][c:17]2[c:14]([C:15]#[N:16])[c:13]([F:12])[cH:20][cH:19][cH:18]2)[CH2:7][CH2:8][CH2:9]1. The reactants are C(CCl)Cl (EDC), C=1C=CC2=C(C1)N=NN2O (HOBT), C(C)N1CCOCC1 (N-ethylmorpholine), N1=NC=C(C=C1)N (4-pyridazinamine), FC=1C=C(C=CC1F)COC1=C(C(=O)O)C=C(C=C1)C=O (2-{[(3,4-difluorophenyl)methyl]oxy}-5-formylbenzoic acid). Run in CN(C=O)C (N,N-dimethylformamide). Yields the product FC=1C=C(C=CC1F)COC1=C(C(=O)NC2=CN=NC=C2)C=C(C=C1)C=O (2-{[(3,4-Difluorophenyl)methyl]oxy}-5-formyl-N-4-pyridazinylbenzamide). Reaction SMILES: C(Cl)CCl.C1C=CC2N(O)N=NC=2C=1.C(N1CCOCC1)C.[N:23]1[CH:28]=[CH:27][C:26]([NH2:29])=[CH:25][N:24]=1.[F:30][C:31]1[CH:32]=[C:33]([CH2:38][O:39][C:40]2[CH:48]=[CH:47][C:46]([CH:49]=[O:50])=[CH:45][C:41]=2[C:42](O)=[O:43])[CH:34]=[CH:35][C:36]=1[F:37]>CN(C)C=O>[F:30][C:31]1[CH:32]=[C:33]([CH2:38][O:39][C:40]2[CH:48]=[CH:47][C:46]([CH:49]=[O:50])=[CH:45][C:41]=2[C:42]([NH:29][C:26]2[CH:27]=[CH:28][N:23]=[N:24][CH:25]=2)=[O:43])[CH:34]=[CH:35][C:36]=1[F:37]. Procedure details: EDC (0.79 g, 4.11 mmol), HOBT (0.84 g, 5.48 mmol), N-ethylmorpholine (0.87 mL, 6.84 mmol) and 4-pyridazinamine (0.49 g, 5.13 mmol) were added to a solution of 2-{[(3,4-difluorophenyl)methyl]oxy}-5-formylbenzoic acid (may be prepared by Description 101; 1 g, 3.42 mmol) in N,N-dimethylformamide (DMF; 25 ml) and the mixture was stirred at room temperature. The DMF was evaporated under reduced pressure and the residue was diluted with ethyl acetate (100 ml) and the organic layer washed with saturate... Starting materials: isomeric mixture, C(C=C)C12C3C(C(C=C1)C2)C(=O)OC3=O (allylbicyclo[2.2.1]hept-5-ene-2,3-dicarboxylic anhydride), NC1=CC=C(C=C1)O (4-aminophenol), red solid. Conditions: time 1 hour. The product is OC1=CC=C(C=C1)N=C(O)C1C2(C=CC(C1C(=O)O)C2)CC=C (Allylbicyclo[2.2.1]hept-5-ene-2,3-dicarboxylic acid-N-(4'-hydroxyphenyl)imide). As a reaction SMILES: [CH2:1]([C:4]12[CH2:10][CH:7]([CH:8]=[CH:9]1)[CH:6]1[C:11]([O:13][C:14](=[O:15])[CH:5]21)=[O:12])[CH:2]=[CH2:3].[NH2:16][C:17]1[CH:22]=[CH:21][C:20]([OH:23])=[CH:19][CH:18]=1>>[OH:23][C:20]1[CH:21]=[CH:22][C:17]([N:16]=[C:14]([CH:5]2[CH:6]([C:11]([OH:13])=[O:12])[CH:7]3[CH2:10][C:4]2([CH2:1][CH:2]=[CH2:3])[CH:9]=[CH:8]3)[OH:15])=[CH:18][CH:19]=1. Procedure: 408 g of an isomeric mixture of allylbicyclo[2.2.1]hept-5-ene-2,3-dicarboxylic anhydride are heated with 238.26 g of 4-aminophenol to 200° C.; the pressure is lowered to 2.7 Pa and the mixture is held for 1 hour under these conditions. There are thus obtained 535 g of a red solid resin (87.7% of theory) having a glass transition temperature of 58° C. Product: NC=1SC=C(N1)C=1SC(=CC1)CNC(C1=CC(=C(C(=C1)OC)OC)OC)=O (2-amino-4-[5-(3,4,5-trimethoxybenzoylaminomethyl)-2-thienyl]thiazole). Run at time 4 hour. Starting materials: COC=1C=C(C(=O)[O-])C=C(C1OC)OC (3,4,5-trimethoxybenzoate), NC=1SC=C(N1)C=1SC(=CC1)CN (2-amino-4-(5-aminomethyl-2-thienyl)thiazole). RXN SMILES: [CH3:1][O:2][C:3]1[CH:4]=[C:5]([CH:9]=[C:10]([O:14][CH3:15])[C:11]=1[O:12][CH3:13])[C:6]([O-:8])=O.[NH2:16][C:17]1[S:18][CH:19]=[C:20]([C:22]2[S:23][C:24]([CH2:27][NH2:28])=[CH:25][CH:26]=2)[N:21]=1>C(Cl)(Cl)Cl>[NH2:16][C:17]1[S:18][CH:19]=[C:20]([C:22]2[S:23][C:24]([CH2:27][NH:28][C:6](=[O:8])[C:5]3[CH:9]=[C:10]([O:14][CH3:15])[C:11]([O:12][CH3:13])=[C:3]([O:2][CH3:1])[CH:4]=3)=[CH:25][CH:26]=2)[N:21]=1. Procedure details: To a solution of 5.4 g of 3,4,5-trimethoxybenzoate in 100 ml of chloroform is added 4.0 g of 2-amino-4-(5-aminomethyl-2-thienyl)thiazole under cooling with ice at -5° C. to 0° C., and stirred at 15° C. to 25° C. for 4 hours. After the resulting mixture is cooled with ice, the precipitated crystals are collected by filtration and recrystallized from methanol to give 2-amino-4-[5-(3,4,5-trimethoxybenzoylaminomethyl)-2-thienyl]thiazole, melting at 217° C. with decomposition. Run in C(Cl)(Cl)Cl (chloroform).